Dataset: the Open Reaction Database (ORD), a public repository of structured organic reaction records. Task: describe an organic reaction: reactants, conditions, products, and yield Starting materials: CN(C(CN1C(C(=C(C2=NC=C(C=C12)CC1=CC=C(C=C1)F)O)C(=O)OCC)=O)=O)C (ethyl 1-[2-(dimethylamino)-2-oxoethyl]-7-[(4-fluorophenyl)methyl]-4-hydroxy-2-oxo-1,2-dihydro-1,5-naphthyridine-3-carboxylate), NCCN1CCOCC1 (4-(2-aminoethyl)morpholine). Yields the product CN(C(CN1C(C(=C(C2=NC=C(C=C12)CC1=CC=C(C=C1)F)O)C(=O)NCCN1CCOCC1)=O)=O)C (1-[2-(Dimethylamino)-2-oxoethyl]-7-[(4-fluorophenyl)methyl]-4-hydroxy-N-[2-(4-morpholinyl)ethyl]-2-oxo-1,2-dihydro-1,5-naphthyridine-3-carboxamide). As a reaction SMILES: [CH3:1][N:2]([CH3:31])[C:3](=[O:30])[CH2:4][N:5]1[C:14]2[C:9](=[N:10][CH:11]=[C:12]([CH2:15][C:16]3[CH:21]=[CH:20][C:19]([F:22])=[CH:18][CH:17]=3)[CH:13]=2)[C:8]([OH:23])=[C:7]([C:24](OCC)=[O:25])[C:6]1=[O:29].[NH2:32][CH2:33][CH2:34][N:35]1[CH2:40][CH2:39][O:38][CH2:37][CH2:36]1>>[CH3:31][N:2]([CH3:1])[C:3](=[O:30])[CH2:4][N:5]1[C:14]2[C:9](=[N:10][CH:11]=[C:12]([CH2:15][C:16]3[CH:21]=[CH:20][C:19]([F:22])=[CH:18][CH:17]=3)[CH:13]=2)[C:8]([OH:23])=[C:7]([C:24]([NH:32][CH2:33][CH2:34][N:35]2[CH2:40][CH2:39][O:38][CH2:37][CH2:36]2)=[O:25])[C:6]1=[O:29]. Procedure: This compound was prepared from ethyl 1-[2-(dimethylamino)-2-oxoethyl]-7-[(4-fluorophenyl)methyl]-4-hydroxy-2-oxo-1,2-dihydro-1,5-naphthyridine-3-carboxylate and 4-(2-aminoethyl)morpholine employing methods similar to those described in Example 9. The product was obtained as a white solid: 1H NMR (CDCl3) δ 10.15 (1H, br t), 8.54 (1H, s), 7.15 (2H, dd, J=9, 6 Hz), 7.05-7.01 (3H, m), 4.96 (2H, s), 4.11 (2H, s), 3.74 (4H, m), 3.56 (2H, q, J=6 Hz), 3.13 (3H, s), 2.97 (3H, s), 2.59 (2H, t, J=6 Hz), 2... Reactants: C(C)(C)(C)O[C@H](C(=O)OC)C1=C2N3CCC(OC\C=C/C[C@@H](OC=4C(=CC(=CC4C4=CC=CC(C5=CN2C(C(=C1C)C)=N5)=C4)F)F)C)(CC3)C (Methyl(2S)-2-(tert-butoxy)-2-[(22S,24Z)-17,19-difluoro-4,5,22,28-tetramethyl-21,27-dioxa-1,7,34-triazahexacyclo[26.2.2.16,9.110,14.02,7.015,20]tetratriaconta-2,4,6(34),8,10(33),11,13,15(20),16,18,24-undecaen-3-yl]acetate), C(C)(C)(C)O[C@H](C(=O)OC)C1=C2N3CCC(OCCCC[C@@H](OC=4C=C(C=CC4C4=CC=CC(C5=CN2C(C=C1C)=N5)=C4)F)C)(CC3)C (Methyl(2S)-2-(tert-butoxy)-2-[(22S)-18-fluoro-4,22,28-trimethyl-21,27-dioxa-1,7,34-triazahexacyclo[26.2.2.16,9.110,14.02,7.015,20]tetratriaconta-2,4,6(34),8,10(33),11,13,15(20),16,18-decaen-3-yl]acetate). The product is C(C)(C)(C)O[C@H](C(=O)OC)C1=C2N3CCC(OCCCC[C@@H](OC=4C(=CC(=CC4C4=CC=CC(C5=CN2C(C(=C1C)C)=N5)=C4)F)F)C)(CC3)C (Methyl(2S)-2-(tert-butoxy)-2-[(22S)-17,19-difluoro-4,5,22,28-tetramethyl-21,27-dioxa-1,7,34-triazahexacyclo[26.2.2.16,9.110,14.02,7.015,20]tetratriaconta-2,4,6(34),8,10(33),11,13,15(20),16,18-decaen-3-yl]acetate). Isolated yield 85.0%. Reaction SMILES: [C:1]([O:5][C@@H:6]([C:11]1[C:40]([CH3:41])=[C:39]([CH3:42])[C:38]2=[N:43][C:35]3=[CH:36][N:37]2[C:12]=1[N:13]1[CH2:49][CH2:48][C:16]([CH3:50])([O:17][CH2:18][CH:19]=[CH:20][CH2:21][C@H:22]([CH3:47])[O:23][C:24]2[C:25]([F:46])=[CH:26][C:27]([F:45])=[CH:28][C:29]=2[C:30]2[CH:44]=[C:34]3[CH:33]=[CH:32][CH:31]=2)[CH2:15][CH2:14]1)[C:7]([O:9][CH3:10])=[O:8])([CH3:4])([CH3:3])[CH3:2].C(O[C@@H](C1C(C)=CC2=NC3=CN2C=1N1CCC(C)(OCCCC[C@H](C)OC2C=C(F)C=CC=2C2C=C3C=CC=2)CC1)C(OC)=O)(C)(C)C>>[C:1]([O:5][C@@H:6]([C:11]1[C:40]([CH3:41])=[C:39]([CH3:42])[C:38]2=[N:43][C:35]3=[CH:36][N:37]2[C:12]=1[N:13]1[CH2:14][CH2:15][C:16]([CH3:50])([O:17][CH2:18][CH2:19][CH2:20][CH2:21][C@H:22]([CH3:47])[O:23][C:24]2[C:25]([F:46])=[CH:26][C:27]([F:45])=[CH:28][C:29]=2[C:30]2[CH:44]=[C:34]3[CH:33]=[CH:32][CH:31]=2)[CH2:48][CH2:49]1)[C:7]([O:9][CH3:10])=[O:8])([CH3:4])([CH3:2])[CH3:3]. Procedure details: Prepared in 85% yield from Methyl(2S)-2-(tert-butoxy)-2-[(22S,24Z)-17,19-difluoro-4,5,22,28-tetramethyl-21,27-dioxa-1,7,34-triazahexacyclo[26.2.2.16,9.110,14.02,7.015,20]tetratriaconta-2,4,6(34),8,10(33),11,13,15(20),16,18,24-undecaen-3-yl]acetate following the procedure for Methyl(2S)-2-(tert-butoxy)-2-[(22S)-18-fluoro-4,22,28-trimethyl-21,27-dioxa-1,7,34-triazahexacyclo[26.2.2.16,9.110,14.02,7.015,20]tetratriaconta-2,4,6(34),8,10(33),11,13,15(20),16,18-decaen-3-yl]acetate. LCMS (ESI, M+1): 690...